This data is from the Open Reaction Database (ORD), a public repository of structured organic reaction records. The task is: describe an organic reaction: reactants, conditions, products, and yield Starting materials: Cc1ccccc1, O=C1c2ccccc2CN1CCO, O=S(Cl)Cl. Product: O=C1c2ccccc2CN1CCCl. RXN SMILES: [CH3:18][c:19]1[cH:20][cH:21][cH:22][cH:23][cH:24]1.[OH:1][CH2:2][CH2:3][N:4]1[C:5](=[O:13])[c:6]2[cH:7][cH:8][cH:9][cH:10][c:11]2[CH2:12]1.[S:14]([Cl:15])([Cl:16])=[O:17]>>[CH2:2]([CH2:3][N:4]1[C:5](=[O:13])[c:6]2[cH:7][cH:8][cH:9][cH:10][c:11]2[CH2:12]1)[Cl:16]. Starting materials: C1CCOC1, Nc1cc(Cl)c(Sc2ccc3ccccc3c2)c(Cl)c1, O=S(=O)(Cl)c1ccc(I)cc1, c1ccncc1. Yields the product O=S(=O)(Nc1cc(Cl)c(Sc2ccc3ccccc3c2)c(Cl)c1)c1ccc(I)cc1. As a reaction SMILES: [CH2:38]1[O:39][CH2:40][CH2:41][CH2:42]1.[Cl:1][c:2]1[cH:3][c:4]([NH2:20])[cH:5][c:6]([Cl:19])[c:7]1[S:8][c:9]1[cH:10][c:11]2[cH:12][cH:13][cH:14][cH:15][c:16]2[cH:17][cH:18]1.[I:27][c:28]1[cH:29][cH:30][c:31]([S:34](=[O:35])(=[O:36])[Cl:37])[cH:32][cH:33]1.[cH:21]1[cH:22][cH:23][n:24][cH:25][cH:26]1>>[Cl:1][c:2]1[cH:3][c:4]([NH:20][S:34]([c:31]2[cH:30][cH:29][c:28]([I:27])[cH:33][cH:32]2)(=[O:35])=[O:36])[cH:5][c:6]([Cl:19])[c:7]1[S:8][c:9]1[cH:10][c:11]2[cH:12][cH:13][cH:14][cH:15][c:16]2[cH:17][cH:18]1. The reactants are OCC(C)(C)NC(=O)C=1C(=C2C(=CC1)OCO2)C=2C(=CC=C1C2OCO1)C(=O)NC(C)(CO)C (N,N'-Bis(3-hydroxy-2-methylpropan-2-yl)-5,6-methylenedioxy-5',6'-methylenedioxy-2,2'-biphenyldicarboxamide). Solvent: S(=O)(Cl)Cl (thionyl chloride). Conditions: time 2 hour. Product: C1OC=2C=CC(=C(C2O1)C1=C(C=CC2=C1OCO2)C=2OCC(N2)(C)C)C=2OCC(N2)(C)C (5,6-methylenedioxy-5',6'-methylenedioxy-2,2'-bis(4,4-dimethyl-4,5-dihydro-2-oxazolyl)biphenyl). Isolated yield 72.2%. Reaction SMILES: O[CH2:2][C:3]([NH:6][C:7]([C:9]1[C:10]([C:18]2[C:19]([C:27]([NH:29][C:30]([CH3:34])([CH2:32][OH:33])[CH3:31])=O)=[CH:20][CH:21]=[C:22]3[O:26][CH2:25][O:24][C:23]=23)=[C:11]2[O:17][CH2:16][O:15][C:12]2=[CH:13][CH:14]=1)=[O:8])([CH3:5])[CH3:4]>S(Cl)(Cl)=O>[CH2:25]1[O:24][C:23]2[C:18]([C:10]3[C:11]4[O:17][CH2:16][O:15][C:12]=4[CH:13]=[CH:14][C:9]=3[C:7]3[O:8][CH2:2][C:3]([CH3:5])([CH3:4])[N:6]=3)=[C:19]([C:27]3[O:33][CH2:32][C:30]([CH3:31])([CH3:34])[N:29]=3)[CH:20]=[CH:21][C:22]=2[O:26]1. Procedure details: N,N'-Bis(3-hydroxy-2-methylpropan-2-yl)-5,6-methylenedioxy-5',6'-methylenedioxy-2,2'-biphenyldicarboxamide (3 g) is added to thionyl chloride (20 ml), and the mixture is stirred at room temperature for 2 hours. The reaction mixture is distilled under reduced pressure to remove thionyl chloride, and the residue is dissolved in ethyl acetate. The solution is washed, dried and distilled to remove the solvent, and the residue is crystallized from diisopropyl ether to give 5,6-methylenedioxy-5',6'-me... The reactants are CCN(CC)S(F)(F)F, ClCCl, COCC1CN(c2ccc(C3CCC(O)CC3)cc2)C(=O)O1. The product is COCC1CN(c2ccc(C3CCC(F)CC3)cc2)C(=O)O1. Reaction SMILES: [CH2:23]([N:24]([S:25]([F:26])([F:27])[F:29])[CH2:28][CH3:30])[CH3:31].[CH2:32]([Cl:33])[Cl:34].[OH:1][CH:2]1[CH2:3][CH2:4][CH:5]([c:8]2[cH:9][cH:10][c:11]([N:14]3[C:15](=[O:22])[O:16][CH:17]([CH2:19][O:20][CH3:21])[CH2:18]3)[cH:12][cH:13]2)[CH2:6][CH2:7]1>>[CH:2]1([F:29])[CH2:3][CH2:4][CH:5]([c:8]2[cH:9][cH:10][c:11]([N:14]3[C:15](=[O:22])[O:16][CH:17]([CH2:19][O:20][CH3:21])[CH2:18]3)[cH:12][cH:13]2)[CH2:6][CH2:7]1. Starting materials: C(C1=CC=CC=C1)OC(C[C@@H](CO)NC(=O)OC(C)(C)C)=O ((S)-3-tert-butoxycarbonylamino-4-hydroxy-butyric acid benzyl ester), N1C=NC=C1 (imidazole), C(C)(C)(C)[Si](C1=CC=CC=C1)(C1=CC=CC=C1)Cl (tertbutyldiphenylsilyl chloride). Solvent: O (water), CN(C=O)C (dimethylformamide). Run at time 1 hour. Product: C(C1=CC=CC=C1)OC(C[C@@H](CO[Si](C1=CC=CC=C1)(C1=CC=CC=C1)C(C)(C)C)NC(=O)OC(C)(C)C)=O ((S)-3-tert-butoxycarbonylamino-4-(tert-butyl-diphenyl-silanyloxy)-butyric acid benzyl ester). As a reaction SMILES: [CH2:1]([O:8][C:9](=[O:22])[CH2:10][C@H:11]([NH:14][C:15]([O:17][C:18]([CH3:21])([CH3:20])[CH3:19])=[O:16])[CH2:12][OH:13])[C:2]1[CH:7]=[CH:6][CH:5]=[CH:4][CH:3]=1.N1C=CN=C1.[C:28]([Si:32](Cl)([C:39]1[CH:44]=[CH:43][CH:42]=[CH:41][CH:40]=1)[C:33]1[CH:38]=[CH:37][CH:36]=[CH:35][CH:34]=1)([CH3:31])([CH3:30])[CH3:29]>CN(C)C=O.O>[CH2:1]([O:8][C:9](=[O:22])[CH2:10][C@H:11]([NH:14][C:15]([O:17][C:18]([CH3:19])([CH3:21])[CH3:20])=[O:16])[CH2:12][O:13][Si:32]([C:28]([CH3:31])([CH3:30])[CH3:29])([C:39]1[CH:40]=[CH:41][CH:42]=[CH:43][CH:44]=1)[C:33]1[CH:38]=[CH:37][CH:36]=[CH:35][CH:34]=1)[C:2]1[CH:7]=[CH:6][CH:5]=[CH:4][CH:3]=1. Procedure: A solution of (S)-3-tert-butoxycarbonylamino-4-hydroxy-butyric acid benzyl ester (1.34 g, 4.37 mmol) (prepared using the method of Rodriguez, Marc; Linares, Muriel; Doulut, Sylvie; Heitz, Annie; Martinez, Jean; Tetrahedron Lett. (1991), 32(7), 923-6) and imidazole (0.88 g, 13.01 mmol in dimethylformamide (7 ml) is treated with tertbutyldiphenylsilyl chloride (1.69 ml, 6.5 mmol). The reaction mixture is stirred together at room temperature for 1 hour, then diluted with water and extracted into et... Reactants: C1(=CC=CC=C1)COC(N(C)CC1=NC=2C(=NC=C(C2)Br)N1COCC[Si](C)(C)C)=O (phenylmethyl{[6-bromo-3-({[2-(trimethylsilyl)ethyl]oxy}methyl)-3H-imidazo[4,5-b]pyridin-2-yl]methyl}methylcarbamate), CC1(CC=2C(=NC=NC2CC1)N1CCOC2=C(C1)C=C(C=C2)B(O)O)C ([4-(6,6-dimethyl-5,6,7,8-tetrahydroquinazolin-4-yl)-2,3,4,5-tetrahydro-1,4-benzoxazepin-7-yl]boronic acid). Yields the product CC1(CC=2C(=NC=NC2CC1)N1CCOC2=C(C1)C=C(C=C2)C=2C=C1C(=NC2)N=C(N1)CNC)C (1-{6-[4-(6,6-dimethyl-5,6,7,8-tetrahydroquinazolin-4-yl)-2,3,4,5-tetrahydro-1,4-benzoxazepin-7-yl]-1H-imidazo[4,5-b]pyridin-2-yl}-N-methylmethanamine). As a reaction SMILES: C1(COC(=O)[N:10]([CH2:12][C:13]2[N:22](COCC[Si](C)(C)C)[C:16]3=[N:17][CH:18]=[C:19](Br)[CH:20]=[C:15]3[N:14]=2)[CH3:11])C=CC=CC=1.[CH3:32][C:33]1([CH3:57])[CH2:42][CH2:41][C:40]2[N:39]=[CH:38][N:37]=[C:36]([N:43]3[CH2:49][C:48]4[CH:50]=[C:51](B(O)O)[CH:52]=[CH:53][C:47]=4[O:46][CH2:45][CH2:44]3)[C:35]=2[CH2:34]1>>[CH3:32][C:33]1([CH3:57])[CH2:42][CH2:41][C:40]2[N:39]=[CH:38][N:37]=[C:36]([N:43]3[CH2:49][C:48]4[CH:50]=[C:51]([C:19]5[CH:20]=[C:15]6[NH:14][C:13]([CH2:12][NH:10][CH3:11])=[N:22][C:16]6=[N:17][CH:18]=5)[CH:52]=[CH:53][C:47]=4[O:46][CH2:45][CH2:44]3)[C:35]=2[CH2:34]1. Procedure details: Prepared according to the method of example 5 by using phenylmethyl{[6-bromo-3-({[2-(trimethylsilyl)ethyl]oxy}methyl)-3H-imidazo[4,5-b]pyridin-2-yl]methyl}methylcarbamate (reagent preparation 19) and [4-(6,6-dimethyl-5,6,7,8-tetrahydroquinazolin-4-yl)-2,3,4,5-tetrahydro-1,4-benzoxazepin-7-yl]boronic acid (reagent preparation 23) in step 1. 1H NMR (400 MHz, Methanol-d4): 8.62 (br, 1H), 8.35 (s, 1H), 8.10 (s, 1H), 7.62 (br, 1H), 7.53 (d, 1H), 7.09 (d, 1H), 4.74 (s, 2H), 4.38 (m, 2H), 4.22 (s, 2H),... RXN SMILES: [CH:1]([C:4]1[C:12]2[O:11][CH:10]([CH2:13][NH2:14])[CH2:9][C:8]=2[CH:7]=[CH:6][CH:5]=1)([CH3:3])[CH3:2].C(N(C(C)C)CC)(C)C.Cl[C:25]([O:27][CH2:28][C:29]1[CH:34]=[CH:33][CH:32]=[CH:31][CH:30]=1)=[O:26]>>[CH2:28]([O:27][C:25](=[O:26])[NH:14][CH2:13][CH:10]1[CH2:9][C:8]2[CH:7]=[CH:6][CH:5]=[C:4]([CH:1]([CH3:3])[CH3:2])[C:12]=2[O:11]1)[C:29]1[CH:34]=[CH:33][CH:32]=[CH:31][CH:30]=1. Yields the product C(C1=CC=CC=C1)OC(NCC1OC2=C(C1)C=CC=C2C(C)C)=O ((±)-benzyl(7-isopropyl-2,3-dihydro-1-benzofuran-2-yl)methylcarbamate). Isolated yield 38.2%. Procedure details: Treatment of (±)-(7-isopropyl-2,3-dihydro-1-benzofuran-2-yl)methylamine (2.2 g, 9.66 mmol) with diisopropylethylamine (3.12 g, 24.15 mmol) and benzyl chloroformate (1.81 g, 10.63 mmol) generally according to the procedure described for Intermediate 12 gave 1.2 g (59%) of (±)-benzyl(7-isopropyl-2,3-dihydro-1-benzofuran-2-yl)methylcarbamate as a colorless oil. Anal. calcd. for C20H23NO3 C, 73.82; H, 7.12; N, 4.3. Found C, 73.32; H, 7.33; N, 4.15. Chiral HPLC separation of (±)-benzyl(7-isopropyl-2,... Starting materials: C(C)(C)C1=CC=CC=2CC(OC21)CN ((±)-(7-isopropyl-2,3-dihydro-1-benzofuran-2-yl)methylamine), Intermediate 12, C(C)(C)N(CC)C(C)C (diisopropylethylamine), ClC(=O)OCC1=CC=CC=C1 (benzyl chloroformate).